From a dataset of the Open Reaction Database (ORD), a public repository of structured organic reaction records. describe an organic reaction: reactants, conditions, products, and yield Starting materials: CC(C)(C)OC(=O)NC(CNc1nnc(-c2ccc3cnccc3c2)o1)Cc1ccc(C(F)(F)F)cc1, ClCCl, O=C(O)C(F)(F)F. Product: NC(CNc1nnc(-c2ccc3cnccc3c2)o1)Cc1ccc(C(F)(F)F)cc1. As a reaction SMILES: [C:1]([O:2][C:3](=[O:4])[NH:7][CH:8]([CH2:9][NH:10][c:11]1[o:12][c:13](-[c:16]2[cH:17][c:18]3[cH:19][cH:20][n:21][cH:22][c:23]3[cH:24][cH:25]2)[n:14][n:15]1)[CH2:26][c:27]1[cH:28][cH:29][c:30]([C:33]([F:34])([F:35])[F:36])[cH:31][cH:32]1)([CH3:5])([CH3:6])[CH3:37].[Cl:45][CH2:46][Cl:47].[F:38][C:39]([F:40])([F:41])[C:42]([OH:43])=[O:44]>>[NH2:7][CH:8]([CH2:9][NH:10][c:11]1[o:12][c:13](-[c:16]2[cH:17][c:18]3[cH:19][cH:20][n:21][cH:22][c:23]3[cH:24][cH:25]2)[n:14][n:15]1)[CH2:26][c:27]1[cH:28][cH:29][c:30]([C:33]([F:34])([F:35])[F:36])[cH:31][cH:32]1. The reactants are C(C)(C)(C)C1=CC(=C(C=C1)C1=CC=C(C(=N1)F)OCCCCCCCC)O[SiH](C1=CC=CC=C1)C1=CC=CC=C1 (6-(4-tert.-butyldiphenylsilyloxyphenyl)-2-fluoro-3-octyloxypyridine), [F-].C(CCC)[N+](CCCC)(CCCC)CCCC (tetrabutylammonium fluoride), O1CCCC1 (tetrahydrofuran), O1CCCC1 (tetrahydrofuran), [Cl-].[Na+] (Sodium chloride). Procedure details: 4.30 g (8.00 mmol) of 6-(4-tert.-butyldiphenylsilyloxyphenyl)-2-fluoro-3-octyloxypyridine are stirred in 16 ml of a 1-molar tetrabutylammonium fluoride solution in tetrahydrofuran and 50 ml of tetrahydrofuran at room temperature for 2 hours. Sodium chloride solution is then added, the resulting mixture is extracted with ether, the ether phase is washed with sodium chloride solution, dried over sodium sulfate, evaporated to dryness, and the residue is purified by chromatography (silica gel, 8:2 h... Product: FC1=NC(=CC=C1OCCCCCCCC)C1=CC=C(C=C1)O (2-fluoro-6-(4-hydroxyphenyl)-3-octyloxypyridine). RXN SMILES: C([C:5]1[CH:10]=[CH:9][C:8]([C:11]2[N:16]=[C:15]([F:17])[C:14]([O:18][CH2:19][CH2:20][CH2:21][CH2:22][CH2:23][CH2:24][CH2:25][CH3:26])=[CH:13][CH:12]=2)=[C:7](O[SiH](C2C=CC=CC=2)C2C=CC=CC=2)[CH:6]=1)(C)(C)C.[F-].C([N+](CCCC)(CCCC)CCCC)CCC.[Cl-].[Na+].[O:61]1CCCC1>>[F:17][C:15]1[C:14]([O:18][CH2:19][CH2:20][CH2:21][CH2:22][CH2:23][CH2:24][CH2:25][CH3:26])=[CH:13][CH:12]=[C:11]([C:8]2[CH:9]=[CH:10][C:5]([OH:61])=[CH:6][CH:7]=2)[N:16]=1 |f:1.2,3.4|. The reactants are [Al+3], [H-], [H-], [H-], [H-], [Li+], [Na+], [Na+], C1CCOC1, O, O, O, O, O, O, O, O, O, O, O=S(=O)([O-])[O-], COC(=O)c1ccc(OC(c2ccccc2)c2ccccc2)c(CC(C)C)c1. Product: CC(C)Cc1cc(CO)ccc1OC(c1ccccc1)c1ccccc1. Reaction SMILES: [Al+3:30].[H-:29].[H-:32].[H-:33].[H-:34].[Li+:31].[Na+:50].[Na+:51].[O:52]1[CH2:53][CH2:54][CH2:55][CH2:56]1.[OH2:35].[OH2:36].[OH2:37].[OH2:38].[OH2:39].[OH2:40].[OH2:41].[OH2:42].[OH2:43].[OH2:44].[S:45]([O-:46])([O-:47])(=[O:48])=[O:49].[c:1]1([CH:7]([O:8][c:9]2[c:10]([CH2:19][CH:20]([CH3:21])[CH3:22])[cH:11][c:12]([C:13](=[O:14])[O:15][CH3:16])[cH:17][cH:18]2)[c:23]2[cH:24][cH:25][cH:26][cH:27][cH:28]2)[cH:2][cH:3][cH:4][cH:5][cH:6]1>>[c:1]1([CH:7]([O:8][c:9]2[c:10]([CH2:19][CH:20]([CH3:21])[CH3:22])[cH:11][c:12]([CH2:13][OH:14])[cH:17][cH:18]2)[c:23]2[cH:24][cH:25][cH:26][cH:27][cH:28]2)[cH:2][cH:3][cH:4][cH:5][cH:6]1. Starting materials: OC(CC#C)CCCC (4-hydroxy-1-octyne), C1(=CC=CC=C1)C(C1=CC=CC=C1)(C1=CC=CC=C1)Br (triphenylmethyl bromide), acetylenic hydrogen, O (water). Run in N1=CC=CC=C1 (pyridine). Yields the product C1(=CC=CC=C1)C(OC(CC#C)CCCC)(C1=CC=CC=C1)C1=CC=CC=C1 (4-triphenylmethoxy-1-octyne). As a reaction SMILES: [OH:1][CH:2]([CH2:6][CH2:7][CH2:8][CH3:9])[CH2:3][C:4]#[CH:5].[C:10]1([C:16](Br)([C:23]2[CH:28]=[CH:27][CH:26]=[CH:25][CH:24]=2)[C:17]2[CH:22]=[CH:21][CH:20]=[CH:19][CH:18]=2)[CH:15]=[CH:14][CH:13]=[CH:12][CH:11]=1.O>N1C=CC=CC=1>[C:10]1([C:16]([C:23]2[CH:28]=[CH:27][CH:26]=[CH:25][CH:24]=2)([C:17]2[CH:22]=[CH:21][CH:20]=[CH:19][CH:18]=2)[O:1][CH:2]([CH2:6][CH2:7][CH2:8][CH3:9])[CH2:3][C:4]#[CH:5])[CH:15]=[CH:14][CH:13]=[CH:12][CH:11]=1. Reported procedure: A mixture of 10 g (0.08 moles) of 4-hydroxy-1-octyne [1. Chombie and A. G. Jacklin, J. Chem. Soc., 1632 (1957), also Example 93] and 30.75 g (0.09 moles) of triphenylmethyl bromide in 85 ml of dry pyridine is heated on the steam bath for 2 hours. The cooled mixture is treated with water and extracted with ether. The extract is washed successively with ice cold 2% hydrochloric acid, saturated sodium chloride solution, dried with magnesium sulfate, and taken to dryness. Column chromatography of th... Starting materials: C1(=CC=CC=C1)S(=O)(=O)N1C(N(C(C1)C1=CC(=CC=C1)Br)C(C)C)=O (1-benzenesulfonyl-4-(3-bromo-phenyl)-3-isopropyl-imidazolidin-2-one), ClC=1C=CC(=C(C1)B(O)O)C (5-chloro-2-methylphenylboronic acid), C([O-])([O-])=O.[Na+].[Na+] (sodium carbonate). Reagents/catalysts: C1=CC=C(C=C1)P([C-]2C=CC=C2)C3=CC=CC=C3.C1=CC=C(C=C1)P([C-]2C=CC=C2)C3=CC=CC=C3.Cl[Pd]Cl.[Fe+2].ClCCl (dichloro[1,1′-bis(diphenylphosphino)ferrocene]palladium dichloromethane). Run in O1CCOCC1.O (dioxane water). The product is C1(=CC=CC=C1)S(=O)(=O)N1C(N(C(C1)C=1C=C(C=CC1)C1=C(C=CC(=C1)Cl)C)C(C)C)=O (1-benzenesulfonyl-4-(5′-chloro-2′-methyl-biphenyl-3-yl)-3-isopropyl-imidazolidin-2-one). As a reaction SMILES: [C:1]1([S:7]([N:10]2[CH2:14][CH:13]([C:15]3[CH:20]=[CH:19][CH:18]=[C:17](Br)[CH:16]=3)[N:12]([CH:22]([CH3:24])[CH3:23])[C:11]2=[O:25])(=[O:9])=[O:8])[CH:6]=[CH:5][CH:4]=[CH:3][CH:2]=1.[Cl:26][C:27]1[CH:28]=[CH:29][C:30]([CH3:36])=[C:31](B(O)O)[CH:32]=1.C(=O)([O-])[O-].[Na+].[Na+]>O1CCOCC1.O.C1C=CC(P(C2C=CC=CC=2)[C-]2C=CC=C2)=CC=1.C1C=CC(P(C2C=CC=CC=2)[C-]2C=CC=C2)=CC=1.Cl[Pd]Cl.[Fe+2].ClCCl>[C:1]1([S:7]([N:10]2[CH2:14][CH:13]([C:15]3[CH:16]=[C:17]([C:29]4[CH:28]=[C:27]([Cl:26])[CH:32]=[CH:31][C:30]=4[CH3:36])[CH:18]=[CH:19][CH:20]=3)[N:12]([CH:22]([CH3:24])[CH3:23])[C:11]2=[O:25])(=[O:9])=[O:8])[CH:6]=[CH:5][CH:4]=[CH:3][CH:2]=1 |f:2.3.4,5.6,7.8.9.10.11|. Procedure details: In analogy to example 1, step 3,1-benzenesulfonyl-4-(3-bromo-phenyl)-3-isopropyl-imidazolidin-2-one (example 12, step 1) was reacted with 5-chloro-2-methylphenylboronic acid in the presence of dichloro[1,1′-bis(diphenylphosphino)ferrocene]palladium dichloromethane adduct and sodium carbonate in dioxane/water to give 1-benzenesulfonyl-4-(5′-chloro-2′-methyl-biphenyl-3-yl)-3-isopropyl-imidazolidin-2-one as a light yellow oil. MS: 469.1 ([M+H]+)